From a dataset of the Open Reaction Database (ORD), a public repository of structured organic reaction records. describe an organic reaction: reactants, conditions, products, and yield Reactants: CC1(CCCC=2C3=CC=CC=C3N(C12)C)CCN(C=O)C (N-[2-(1,2,3,4-tetrahydro-1,9-dimethylcarbazol-1-yl)ethyl]-N-methylformamide), [H-].[Al+3].[Li+].[H-].[H-].[H-] (lithium aluminium hydride). Solvent: C1CCOC1 (THF), C1CCOC1 (THF). Run at time 2 hour. Yields the product CN(CCC1(CCCC=2C3=CC=CC=C3N(C12)C)C)C (N,N,1,9-Tetramethyl-1,2,3,4-tetrahydrocarbazole-1-ethanamine). As a reaction SMILES: [CH3:1][C:2]1([CH2:16][CH2:17][N:18]([CH3:21])[CH:19]=O)[C:14]2[N:13]([CH3:15])[C:12]3[C:7](=[CH:8][CH:9]=[CH:10][CH:11]=3)[C:6]=2[CH2:5][CH2:4][CH2:3]1.[H-].[Al+3].[Li+].[H-].[H-].[H-]>C1COCC1>[CH3:21][N:18]([CH3:19])[CH2:17][CH2:16][C:2]1([CH3:1])[C:14]2[N:13]([CH3:15])[C:12]3[C:7](=[CH:8][CH:9]=[CH:10][CH:11]=3)[C:6]=2[CH2:5][CH2:4][CH2:3]1 |f:1.2.3.4.5.6|. Procedure details: A solution of N-[2-(1,2,3,4-tetrahydro-1,9-dimethylcarbazol-1-yl)ethyl]-N-methylformamide (5.0 g, 0.017 mole), described in Example 225, in anhydrous THF (100 ml) is added dropwise to a stirred suspension of lithium aluminium hydride (0.50 g, 0.015 mole) in anhydrous THF (50 ml) under nitrogen. Stirring is continued for 2 hr at 25° C. The excess hydride is destroyed by dropwise addition of water to the cooled mixture. Saturated sodium chloride solution is added and the compound is extracted with... Reactants: C(C(=C)C)(=O)OCCO (β-hydroxyethyl methacrylate), C(C=C)C1(C(=O)OC(C1)=O)S(=O)(=O)O (allyl-sulfo-succinic anhydride). Yields the product C(C=C)C1C(=O)OC(C1)=O (allyl-succinic acid anhydride). As a reaction SMILES: C(OCCO)(=O)C(C)=C.[CH2:10]([C:13]1(S(O)(=O)=O)[CH2:18][C:17](=[O:19])[O:16][C:14]1=[O:15])[CH:11]=[CH2:12]>>[CH2:10]([CH:13]1[CH2:18][C:17](=[O:19])[O:16][C:14]1=[O:15])[CH:11]=[CH2:12]. Procedure details: By procedure 7)a) above, β-hydroxyethyl methacrylate is esterified with an equimolar amount of allyl-sulfo-succinic anhydride obtained by the sulfonation of allyl-succinic acid anhydride obtained from propene and maleic anhydride by a procedure analogous to that of 8)b) hereinabove.